This data is from the Open Reaction Database (ORD), a public repository of structured organic reaction records. The task is: describe an organic reaction: reactants, conditions, products, and yield The reactants are CCN, CCOC(C)=O, CS(C)=O, O, COc1cc2nccc(Oc3ccc(NC(=O)Oc4ccccc4)c(C(F)(F)F)c3)c2cc1C(N)=O. The product is CCNC(=O)Nc1ccc(Oc2ccnc3cc(OC)c(C(N)=O)cc23)cc1C(F)(F)F. RXN SMILES: [CH3:1][CH2:2][NH2:3].[CH3:45][CH2:46][O:47][C:48](=[O:49])[CH3:50].[CH3:4][S:5]([CH3:6])=[O:7].[OH2:44].[c:8]1([O:14][C:15](=[O:9])[NH:16][c:17]2[c:18]([C:39]([F:40])([F:41])[F:42])[cH:19][c:20]([O:23][c:24]3[cH:25][cH:26][n:27][c:28]4[cH:29][c:30]([O:37][CH3:38])[c:31]([C:34]([NH2:35])=[O:36])[cH:32][c:33]34)[cH:21][cH:22]2)[cH:10][cH:11][cH:12][cH:13][cH:43]1>>[CH3:1][CH2:2][NH:3][C:15](=[O:14])[NH:16][c:17]1[c:18]([C:39]([F:40])([F:41])[F:42])[cH:19][c:20]([O:23][c:24]2[cH:25][cH:26][n:27][c:28]3[cH:29][c:30]([O:37][CH3:38])[c:31]([C:34]([NH2:35])=[O:36])[cH:32][c:33]23)[cH:21][cH:22]1.